describe an organic reaction: reactants, conditions, products, and yield From a dataset of the Open Reaction Database (ORD), a public repository of structured organic reaction records. The reactants are ClC(=O)C1=CC=C(C=C1)C=1C=CC2=C(CN(CCO2)C(=O)OC(C)(C)C)C1 (1,1-dimethylethyl 7-[4-(chlorocarbonyl)phenyl]-2,3-dihydro-1,4-benzoxazepine-4(5H)-carboxylate), CCN(C(C)C)C(C)C (DIPEA), FC(CN)F (2,2-difluoroethylamine). The solvent is O1CCCC1 (tetrahydrofuran). Conditions: time 2 hour. Yields the product FC(CNC(=O)C1=CC=C(C=C1)C=1C=CC2=C(CN(CCO2)C(=O)OC(C)(C)C)C1)F (1,1-dimethylethyl 7-(4-{[(2,2-difluoroethyl)amino]carbonyl}phenyl)-2,3-dihydro-1,4-benzoxazepine-4 (5H)-carboxylate). The yield is 84.5%. RXN SMILES: Cl[C:2]([C:4]1[CH:9]=[CH:8][C:7]([C:10]2[CH:11]=[CH:12][C:13]3[O:19][CH2:18][CH2:17][N:16]([C:20]([O:22][C:23]([CH3:26])([CH3:25])[CH3:24])=[O:21])[CH2:15][C:14]=3[CH:27]=2)=[CH:6][CH:5]=1)=[O:3].CCN(C(C)C)C(C)C.[F:37][CH:38]([F:41])[CH2:39][NH2:40]>O1CCCC1>[F:37][CH:38]([F:41])[CH2:39][NH:40][C:2]([C:4]1[CH:9]=[CH:8][C:7]([C:10]2[CH:11]=[CH:12][C:13]3[O:19][CH2:18][CH2:17][N:16]([C:20]([O:22][C:23]([CH3:26])([CH3:25])[CH3:24])=[O:21])[CH2:15][C:14]=3[CH:27]=2)=[CH:6][CH:5]=1)=[O:3]. Reported procedure: To a solution of 1,1-dimethylethyl 7-[4-(chlorocarbonyl)phenyl]-2,3-dihydro-1,4-benzoxazepine-4(5H)-carboxylate (1.0 g, 2.6 mmol) and DIPEA (2.2 mL, 13 mmol) in tetrahydrofuran (10 mL) was added 2,2-difluoroethylamine (0.21 g, 2.6 mmol). The reaction mixture was stirred for 2 h and then partitioned between ethyl acetate (20 mL) and 1M hydrochloric acid (20 mL). The organic layer was washed with brine (20 mL), dried over anhydrous magnesium sulfate, filtered and concentrated. Purification by colu... Starting materials: O=C([O-])O, CI, [Na+], CN(C)C=O, O, O=C(O)CCCc1ccc(O)cc1. The product is COC(=O)CCCc1ccc(O)cc1. Reaction SMILES: [C:14](=[O:15])([OH:16])[O-:17].[I:19][CH3:20].[Na+:18].[O:21]=[CH:22][N:23]([CH3:24])[CH3:25].[OH2:26].[OH:1][c:2]1[cH:3][cH:4][c:5]([CH2:8][CH2:9][CH2:10][C:11](=[O:12])[OH:13])[cH:6][cH:7]1>>[OH:1][c:2]1[cH:3][cH:4][c:5]([CH2:8][CH2:9][CH2:10][C:11](=[O:12])[O:13][CH3:14])[cH:6][cH:7]1. Starting materials: Methyl, NC(C=1C=C(SC1C)C(=S)OC)=S (methyl 4-(aminothioxomethyl)-5-methylthiothiophene-2-carboxylate), CC(=O)C (acetone), BrC(C(=O)C1=CC=CC=C1)OC (2-Bromo-2-methoxy acetophenone). Run in reagent. Product: COC1=C(C=CC=C1)C=1N=C(SC1)C=1C=C(SC1C)C(=S)OC (methyl 4-[4-(2-methoxyphenyl)(1,3-thiazol-2-yl)]-5-methylthiothiophene-2-carboxylate). Yield: 95.0%. Reaction SMILES: [NH2:1][C:2](=[S:13])[C:3]1[CH:4]=[C:5]([C:9]([O:11][CH3:12])=[S:10])[S:6][C:7]=1[CH3:8].Br[CH:15](OC)[C:16]([C:18]1[CH:23]=[CH:22][CH:21]=[CH:20][CH:19]=1)=O.C[C:27](C)=[O:28]>>[CH3:27][O:28][C:23]1[CH:22]=[CH:21][CH:20]=[CH:19][C:18]=1[C:16]1[N:1]=[C:2]([C:3]2[CH:4]=[C:5]([C:9]([O:11][CH3:12])=[S:10])[S:6][C:7]=2[CH3:8])[S:13][CH:15]=1. Procedure details: Methyl 4-[4-(2-methoxyphenyl)(1,3-thiazol-2-yl)-5-methylthiothiophene-2-carboxylate: 105 mg (0.424 mmol) of methyl 4-(aminothioxomethyl)-5-methylthiothiophene-2-carboxylate (Maybridge Chemical Co. LTD., Cornwall, U.K.) was dissolved in 5 mL of reagent grade acetone. 2-Bromo-2-methoxy acetophenone (0.467 mmol; 110 mg) was added and the solution was allowed to reflux for 3 h. The solution was allowed to cool and the solution concentrated. The crude product was dissolved in 100 mL of CH2Cl2 and was... Reactants: ClC1=C2C(=NC=C1C#N)NC(=C2)C2=CC=C(C=C2)F (4-Chloro-2-(4-fluorophenyl)-1H-pyrrolo[2,3-b]pyridine-5-carbonitrile), NCC=1C(=NC=CC1)N(S(=O)(=O)C)C (N-(3-aminomethylpyridin-2-yl)-N-methylmethanesulfonamide), NCC=1C(=NC=CC1)N(S(=O)(=O)C)C (N-(3-aminomethylpyridin-2-yl)-N-methylmethanesulfonamide), C(C)N(C(C)C)C(C)C (N-ethyldiisopropylamine). The solvent is CN1C(CCC1)=O (1-methyl-2-pyrrolidone). Run at temperature 170 celsius. Product: C(#N)C=1C(=C2C(=NC1)NC(=C2)C2=CC=C(C=C2)F)NCC=2C(=NC=CC2)N(S(=O)(=O)C)C (N-(3-{[5-cyano-2-(4-fluorophenyl)-1H-pyrrolo[2,3-b]pyridin-4-ylamino]methyl}pyridin-2-yl)-N-methylmethanesulfonamide). RXN SMILES: Cl[C:2]1[C:7]([C:8]#[N:9])=[CH:6][N:5]=[C:4]2[NH:10][C:11]([C:13]3[CH:18]=[CH:17][C:16]([F:19])=[CH:15][CH:14]=3)=[CH:12][C:3]=12.[NH2:20][CH2:21][C:22]1[C:23]([N:28]([CH3:33])[S:29]([CH3:32])(=[O:31])=[O:30])=[N:24][CH:25]=[CH:26][CH:27]=1.C(N(C(C)C)C(C)C)C>CN1CCCC1=O>[C:8]([C:7]1[C:2]([NH:20][CH2:21][C:22]2[C:23]([N:28]([CH3:33])[S:29]([CH3:32])(=[O:31])=[O:30])=[N:24][CH:25]=[CH:26][CH:27]=2)=[C:3]2[CH:12]=[C:11]([C:13]3[CH:18]=[CH:17][C:16]([F:19])=[CH:15][CH:14]=3)[NH:10][C:4]2=[N:5][CH:6]=1)#[N:9]. Procedure: 4-Chloro-2-(4-fluorophenyl)-1H-pyrrolo[2,3-b]pyridine-5-carbonitrile (30 mg, 0.11 mmol), N-(3-aminomethylpyridin-2-yl)-N-methylmethanesulfonamide (159 mg, 0.552 mmol) and N-ethyldiisopropylamine (0.282 ml, 1.656 mmol) are suspended in 0.4 ml of 1-methyl-2-pyrrolidone and heated in a microwave at 170° C. for 40 min. The reaction is still not complete even after a further 40 min, so that a further equivalent of N-(3-aminomethylpyridin-2-yl)-N-methylmethanesulfonamide (31.8 mg, 0.110 mmol) is added... Reactants: BrC1=CC(=CC=C1)OCC(CCC)CCC (1-bromo-3-(2-propylpentyloxy)benzene), C(Cl)[C@@H]1CO1 ((S)-(+)-epichlorohydrin). Yields the product ClC[C@@H](CC1=CC(=CC=C1)OCC(CCC)CCC)O ((R)-1-chloro-3-(3-(2-propylpentyloxy)phenyl)propan-2-ol). As a reaction SMILES: Br[C:2]1[CH:7]=[CH:6][CH:5]=[C:4]([O:8][CH2:9][CH:10]([CH2:14][CH2:15][CH3:16])[CH2:11][CH2:12][CH3:13])[CH:3]=1.[CH2:17]([C@H:19]1[O:21][CH2:20]1)[Cl:18]>>[Cl:18][CH2:17][C@H:19]([OH:21])[CH2:20][C:2]1[CH:7]=[CH:6][CH:5]=[C:4]([O:8][CH2:9][CH:10]([CH2:14][CH2:15][CH3:16])[CH2:11][CH2:12][CH3:13])[CH:3]=1. Procedure: Metallation of 1-bromo-3-(2-propylpentyloxy)benzene followed by addition of (S)-(+)-epichlorohydrin gave (R)-1-chloro-3-(3-(2-propylpentyloxy)phenyl)propan-2-ol. Yield (1.55 g, 59%): 1H NMR (400 MHz, DMSO-d6) δ 7.14 (t, J=7.8 Hz, 1H), 6.77-6.72 (m, 3H), 5.13 (d, J=4.8 Hz, 1H), 3.88-3.82 (m, 1H), 3.78 (d, J=5.6 Hz, 2H), 3.52 (dd, J=10.8, 4.4 Hz, 1H), 3.43 (dd, J=10.8, 5.6 Hz, 1H), 2.74 (dd, J=13.6, 5.2 Hz, 1H), 2.61 (dd, J=13.2, 7.4 Hz, 1H), 1.74-1.69 (m, 1H), 1.39-1.25 (m, 8H), 0.85 (t, J=7.0 Hz... The reactants are COC1=CC=C(CNC=2OC(=NN2)C=2C=C3C(=CN(C3=CC2)S(=O)(=O)C2=CC=C(C)C=C2)C2=NC=CC(=N2)N2C(CCCC2)C)C=C1 (N-(4-Methoxybenzyl)-5-(3-(4-(2-methylpiperidin-1-yl)pyrimidin-2-yl)-1-tosyl-1H-indol-5-yl)-1,3,4-oxadiazol-2-amine). The solvent is C(=O)(C(F)(F)F)O (TFA). Run at temperature 120 celsius. The product is CC1N(CCCC1)C1=NC(=NC=C1)C1=CN(C2=CC=C(C=C12)C1=NN=C(O1)N)S(=O)(=O)C1=CC=C(C)C=C1 (5-(3-(4-(2-methylpiperidin-1-yl)pyrimidin-2-yl)-1-tosyl-1H-indol-5-yl)-1,3,4-oxadiazol-2-amine). As a reaction SMILES: COC1C=CC(C[NH:8][C:9]2[O:10][C:11]([C:14]3[CH:15]=[C:16]4[C:20](=[CH:21][CH:22]=3)[N:19]([S:23]([C:26]3[CH:32]=[CH:31][C:29]([CH3:30])=[CH:28][CH:27]=3)(=[O:25])=[O:24])[CH:18]=[C:17]4[C:33]3[N:38]=[C:37]([N:39]4[CH2:44][CH2:43][CH2:42][CH2:41][CH:40]4[CH3:45])[CH:36]=[CH:35][N:34]=3)=[N:12][N:13]=2)=CC=1>C(O)(C(F)(F)F)=O>[CH3:45][CH:40]1[CH2:41][CH2:42][CH2:43][CH2:44][N:39]1[C:37]1[CH:36]=[CH:35][N:34]=[C:33]([C:17]2[C:16]3[C:20](=[CH:21][CH:22]=[C:14]([C:11]4[O:10][C:9]([NH2:8])=[N:13][N:12]=4)[CH:15]=3)[N:19]([S:23]([C:26]3[CH:27]=[CH:28][C:29]([CH3:30])=[CH:31][CH:32]=3)(=[O:25])=[O:24])[CH:18]=2)[N:38]=1. Reported procedure: N-(4-Methoxybenzyl)-5-(3-(4-(2-methylpiperidin-1-yl)pyrimidin-2-yl)-1-tosyl-1H-indol-5-yl)-1,3,4-oxadiazol-2-amine (313 mg, 0.482 mmol) in a 20 mL glass microwave tube was dissolved in TFA (3.00 mL). The tube was sealed, and the solution was heated in an Initiator microwave reactor (Personal Chemistry, Biotage AB, Inc., Uppsala, Sweden) at 120° C. for 20 min. The excess TFA was removed, the crude residue treated with 1N NaOH and extracted with EtOAc (2×50 mL). The combined organic layers were dr... The reactants are CC(C)(C)OC(=O)C1CC(S(=O)(=O)c2ccccc2)C(c2ccccc2)N1C(=O)CNC(=O)Nc1cccc(C(=O)OCc2ccccc2)c1, CCO. The product is CC(C)(C)OC(=O)C1CC(S(=O)(=O)c2ccccc2)C(c2ccccc2)N1C(=O)CNC(=O)Nc1cccc(C(=O)O)c1. RXN SMILES: [CH2:1]([c:2]1[cH:3][cH:4][cH:5][cH:6][cH:7]1)[O:8][C:9](=[O:10])[c:11]1[cH:12][c:13]([NH:17][C:18]([NH:19][CH2:20][C:21](=[O:22])[N:23]2[CH:24]([C:43](=[O:44])[O:45][C:46]([CH3:47])([CH3:48])[CH3:49])[CH2:25][CH:26]([S:34](=[O:35])(=[O:36])[c:37]3[cH:38][cH:39][cH:40][cH:41][cH:42]3)[CH:27]2[c:28]2[cH:29][cH:30][cH:31][cH:32][cH:33]2)=[O:50])[cH:14][cH:15][cH:16]1.[CH3:51][CH2:52][OH:53]>>[O:8]=[C:9]([OH:10])[c:11]1[cH:12][c:13]([NH:17][C:18]([NH:19][CH2:20][C:21](=[O:22])[N:23]2[CH:24]([C:43](=[O:44])[O:45][C:46]([CH3:47])([CH3:48])[CH3:49])[CH2:25][CH:26]([S:34](=[O:35])(=[O:36])[c:37]3[cH:38][cH:39][cH:40][cH:41][cH:42]3)[CH:27]2[c:28]2[cH:29][cH:30][cH:31][cH:32][cH:33]2)=[O:50])[cH:14][cH:15][cH:16]1.